From a dataset of the Open Reaction Database (ORD), a public repository of structured organic reaction records. describe an organic reaction: reactants, conditions, products, and yield Starting materials: Cl (hydrochloric acid), [I-].C[S+](=O)(C)C (Trimethyl sulphoxonium iodide), [H-].[K+] (potassium hydride), C(C)(C)(C)C=1C=C(C=C(C1O)C(C)(C)C)NC(C=CC)=O (N-(3,5-di-tert-butyl-4-hydroxyphenyl)-2-butenamide). The solvent is O1CCCC1 (tetrahydrofuran), C(C)O (ethanol). Yields the product C(C)(C)(C)C=1C=C(C=C(C1O)C(C)(C)C)N1C(CC(C1)C)=O (1-(3,5-di-tert-butyl-4-hydroxyphenyl)-4-methylpyrrolidin-2-one). Isolated yield 13.9%. As a reaction SMILES: [I-].[CH3:2][S+](C)(C)=O.[H-].[K+].[C:9]([C:13]1[CH:14]=[C:15]([NH:24][C:25](=[O:29])[CH:26]=[CH:27][CH3:28])[CH:16]=[C:17]([C:20]([CH3:23])([CH3:22])[CH3:21])[C:18]=1[OH:19])([CH3:12])([CH3:11])[CH3:10].Cl>O1CCCC1.C(O)C>[C:20]([C:17]1[CH:16]=[C:15]([N:24]2[CH2:28][CH:27]([CH3:2])[CH2:26][C:25]2=[O:29])[CH:14]=[C:13]([C:9]([CH3:12])([CH3:10])[CH3:11])[C:18]=1[OH:19])([CH3:21])([CH3:22])[CH3:23] |f:0.1,2.3|. Procedure details: Trimethyl sulphoxonium iodide (5.9 g, 27 mmol) was added to 5.2 g (45 mmol) of 35% potassium hydride in an oil dispersion (previously washed with pentane) in 25 ml of tetrahydrofuran at 0° C. Ten minutes later, 5.2 g (18 mmol) of N-(3,5-di-tert-butyl-4-hydroxyphenyl)-2-butenamide dissolved in 100 ml of tetrahydrofuran was added and the mixture was allowed to warm to room temperature. Twenty four hours later, 10 ml of ethanol was added and the mixture was made acidic by the addition of 1N hydroch... Reactants: BrC=1C=NC(=NC1)Cl (5-bromo-2-chloropyrimidine), O (water), ice, NC1CCC(CC1)(C(=O)OCC)C (ethyl 4-amino-1-methylcyclohexanecarboxylate), CCN(C(C)C)C(C)C (DIPEA). The solvent is CCO (EtOH). Run at temperature 80 celsius. The product is BrC=1C=NC(=NC1)NC1CCC(CC1)(C(=O)OCC)C (Ethyl 4-((5-bromopyrimidin-2-yl)amino)-1-methylcyclohexanecarboxylate). The yield is 19.3%. As a reaction SMILES: [NH2:1][CH:2]1[CH2:7][CH2:6][C:5]([CH3:13])([C:8]([O:10][CH2:11][CH3:12])=[O:9])[CH2:4][CH2:3]1.CCN(C(C)C)C(C)C.[Br:23][C:24]1[CH:25]=[N:26][C:27](Cl)=[N:28][CH:29]=1.O>CCO>[Br:23][C:24]1[CH:25]=[N:26][C:27]([NH:1][CH:2]2[CH2:3][CH2:4][C:5]([CH3:13])([C:8]([O:10][CH2:11][CH3:12])=[O:9])[CH2:6][CH2:7]2)=[N:28][CH:29]=1. Procedure: To an ice-cold solution of ethyl 4-amino-1-methylcyclohexanecarboxylate (0.18 g, 0.97 mmol) in EtOH (5.0 mL) was added DIPEA (0.52 mL, 2.91 mmol) followed by the addition of 5-bromo-2-chloropyrimidine (0.185 g, 0.97 mmol). The mixture was heated to 80° C. for 6-8 h after then cooled to rt, water added and extracted with EtOAc (3×100 mL). The combined organics were washed with brine, dried over anhydrous Na2SO4, filtered and evaporated under reduced pressure. The crude residue was purified over 1... Reactants: CC(C)(C)OC(=O)NCCn1cc(C(=O)C(F)(F)F)c2ccc(Cl)cc21, C[Si](C)(C)[N-][Si](C)(C)C, CI, [K+], C1CCOC1. Product: CN(CCn1cc(C(=O)C(F)(F)F)c2ccc(Cl)cc21)C(=O)OC(C)(C)C. Reaction SMILES: [C:1]([CH3:2])([CH3:3])([CH3:4])[O:5][C:6]([NH:7][CH2:8][CH2:9][n:10]1[cH:11][c:12]([C:20]([C:21]([F:22])([F:23])[F:24])=[O:25])[c:13]2[cH:14][cH:15][c:16]([Cl:19])[cH:17][c:18]12)=[O:26].[CH3:27][Si:28]([CH3:29])([CH3:30])[N-:31][Si:32]([CH3:33])([CH3:34])[CH3:35].[I:37][CH3:38].[K+:36].[O:39]1[CH2:40][CH2:41][CH2:42][CH2:43]1>>[C:1]([CH3:2])([CH3:3])([CH3:4])[O:5][C:6]([N:7]([CH2:8][CH2:9][n:10]1[cH:11][c:12]([C:20]([C:21]([F:22])([F:23])[F:24])=[O:25])[c:13]2[cH:14][cH:15][c:16]([Cl:19])[cH:17][c:18]12)[CH3:27])=[O:26]. The reactants are COC1=CC=CC=2CCNCCC21 (6-methoxy-2,3,4,5-tetrahydro-1H-3-benzazepine), Br (hydrobromic acid). Solvent: C(C)#N (acetonitrile). The product is Br.OC1=CC=CC=2CCNCCC21 (6-hydroxy-2,3,4,5-tetrahydro-1H-3-benzazepine hydrobromide). Reaction SMILES: C[O:2][C:3]1[C:13]2[CH2:12][CH2:11][NH:10][CH2:9][CH2:8][C:7]=2[CH:6]=[CH:5][CH:4]=1.[BrH:14]>C(#N)C>[BrH:14].[OH:2][C:3]1[C:13]2[CH2:12][CH2:11][NH:10][CH2:9][CH2:8][C:7]=2[CH:6]=[CH:5][CH:4]=1 |f:3.4|. Procedure: The 6-methoxy-2,3,4,5-tetrahydro-1H-3-benzazepine (1.00 g; 0.0056 mol) was heated at reflux in 15 ml of 48% hydrobromic acid, overnight, under argon. It was concentrated to obtain a brown solid which was dispersed in acetonitrile; the mixture was filtered and the solid dried to give 0.94 g of 6-hydroxy-2,3,4,5-tetrahydro-1H-3-benzazepine hydrobromide, m.p. 220°-224°.